describe an organic reaction: reactants, conditions, products, and yield From a dataset of the Open Reaction Database (ORD), a public repository of structured organic reaction records. Starting materials: COC1=CC=C(C=C1)S (4-methoxythiophenol), ice, [H-].[Na+] (NaH), ClC1=CC=C(C=C1)[N+](=O)[O-] (4-chloronitrobenzene). Solvent: CN(C)C=O (DMF), CN(C)C=O (DMF). Conditions: temperature 120 celsius. Yields the product COC1=CC=C(C=C1)SC1=CC=C(C=C1)[N+](=O)[O-] (4-(4-methoxy-phenylsulfanyl)-nitrobenzene). Isolated yield 96.8%. Reaction SMILES: [H-].[Na+].[CH3:3][O:4][C:5]1[CH:10]=[CH:9][C:8]([SH:11])=[CH:7][CH:6]=1.Cl[C:13]1[CH:18]=[CH:17][C:16]([N+:19]([O-:21])=[O:20])=[CH:15][CH:14]=1>CN(C=O)C>[CH3:3][O:4][C:5]1[CH:10]=[CH:9][C:8]([S:11][C:13]2[CH:18]=[CH:17][C:16]([N+:19]([O-:21])=[O:20])=[CH:15][CH:14]=2)=[CH:7][CH:6]=1 |f:0.1|. Procedure: To a suspension of NaH (4.2 g) in 100 mL of dry DMF under nitrogen was slowly added 14.02 g of 4-methoxythiophenol. The reaction mix was stirred until no further gas evolution occurred (circa 20 minutes). To this solution was added 15.76 g of 4-chloronitrobenzene dissolved in 100 ml of dry DMF, after which the mixture was heated to 120° C. for one hour. The reaction mix became red in colour during this time. The mixture was then cooled to room temperature and poured over 1000 g of crushed ice. T... Reactants: C(C)(=O)O[C@H]1[C@@H](O[C@@H]([C@H]([C@@H]1OC(C)=O)OC(C)=O)COC(C)=O)C1=CC(=C(C=C1)Cl)CC=1SC(=CC1)Br (1-(2,3,4,6-Tetra-O-acetyl-β-D-glucopyranosyl)-3-(5-bromo-2-thienylmethyl)-4-chlorobenzene), FC=1C=C(C=CC1C=O)B(O)O (3-fluoro-4-formylphenylboronic acid). Yields the product C(C)(=O)O[C@H]1[C@@H](O[C@@H]([C@H]([C@@H]1OC(C)=O)OC(C)=O)COC(C)=O)C1=CC(=C(C=C1)Cl)CC=1SC(=CC1)C1=CC(=C(C=C1)C=O)F (1-(2,3,4,6-tetra-O-acetyl-β-D-glucopyranosyl)-4-chloro-3-(5-(3-fluoro-4-formylphenyl)-2-thienylmethyl)benzene). Reaction SMILES: [C:1]([O:4][C@@H:5]1[C@@H:10]([O:11][C:12](=[O:14])[CH3:13])[C@H:9]([O:15][C:16](=[O:18])[CH3:17])[C@@H:8]([CH2:19][O:20][C:21](=[O:23])[CH3:22])[O:7][C@H:6]1[C:24]1[CH:29]=[CH:28][C:27]([Cl:30])=[C:26]([CH2:31][C:32]2[S:33][C:34](Br)=[CH:35][CH:36]=2)[CH:25]=1)(=[O:3])[CH3:2].[F:38][C:39]1[CH:40]=[C:41](B(O)O)[CH:42]=[CH:43][C:44]=1[CH:45]=[O:46]>>[C:1]([O:4][C@@H:5]1[C@@H:10]([O:11][C:12](=[O:14])[CH3:13])[C@H:9]([O:15][C:16](=[O:18])[CH3:17])[C@@H:8]([CH2:19][O:20][C:21](=[O:23])[CH3:22])[O:7][C@H:6]1[C:24]1[CH:29]=[CH:28][C:27]([Cl:30])=[C:26]([CH2:31][C:32]2[S:33][C:34]([C:41]3[CH:42]=[CH:43][C:44]([CH:45]=[O:46])=[C:39]([F:38])[CH:40]=3)=[CH:35][CH:36]=2)[CH:25]=1)(=[O:3])[CH3:2]. Reported procedure: 1-(2,3,4,6-Tetra-O-acetyl-β-D-glucopyranosyl)-3-(5-bromo-2-thienylmethyl)-4-chlorobenzene obtained in Example 128-(4) and 3-fluoro-4-formylphenylboronic acid were treated in a manner similar to Example 168-(1) to give 1-(2,3,4,6-tetra-O-acetyl-β-D-glucopyranosyl)-4-chloro-3-(5-(3-fluoro-4-formylphenyl)-2-thienylmethyl)benzene as colorless foam. APCI-Mass m/Z 678/680 (M+NH4). (2) 1-(2,3,4,6-Tetra-O-acetyl-β-D-glucopyranosyl)-4-chloro-3-(5-(3-fluoro-4-formylphenyl)-2-thienylmethyl)benzene was trea... Starting materials: Brc1cccs1, CCCC[Sn](Cl)(CCCC)CCCC, [Li]CCCC, CCCCCC, C1CCOC1, O. The product is CCCC[Sn](CCCC)(CCCC)c1cccs1. Reaction SMILES: [Br:1][c:2]1[s:3][cH:4][cH:5][cH:6]1.[CH2:12]([CH2:13][CH2:14][CH3:15])[Sn:16]([CH2:17][CH2:18][CH2:19][CH3:20])([CH2:21][CH2:22][CH2:23][CH3:24])[Cl:25].[CH2:7]([Li:8])[CH2:9][CH2:10][CH3:11].[CH3:32][CH2:33][CH2:34][CH2:35][CH2:36][CH3:37].[O:27]1[CH2:28][CH2:29][CH2:30][CH2:31]1.[OH2:26]>>[c:2]1([Sn:16]([CH2:12][CH2:13][CH2:14][CH3:15])([CH2:17][CH2:18][CH2:19][CH3:20])[CH2:21][CH2:22][CH2:23][CH3:24])[s:3][cH:4][cH:5][cH:6]1. The reactants are ClC=1C=C(C=C(C1)N1CCOCC1)C1NC2=CC=C(C=C2CC1(C)C)C(=O)O (2-(3-chloro-5-morpholin-4-yl-phenyl)-3,3-dimethyl-1,2,3,4-tetrahydro-quinoline-6-carboxylic acid), Cl.CN(CCCN=C=NCC)C (1-(3-dimethylaminopropyl)-3-ethylcarbodiimide hydrochloride), C1(CC1)S(=O)(=O)N (cyclopropane sulfonamide). Reagents/catalysts: CN(C1=CC=NC=C1)C (4-dimethylaminopyridine). Run in ClCCl (dichloromethane). Conditions: temperature 65 celsius. Product: ClC=1C=C(C=C(C1)N1CCOCC1)C1NC2=CC=C(C=C2CC1(C)C)C(=O)NS(=O)(=O)C1CC1 (cyclopropanesulfonic acid [2-(3-chloro-5-morpholin-4-yl-phenyl)-3,3-dimethyl-1,2,3,4-tetrahydro-quinoline-6-carbonyl]-amide). The yield is 30.0%. RXN SMILES: [Cl:1][C:2]1[CH:3]=[C:4]([CH:14]2[C:23]([CH3:25])([CH3:24])[CH2:22][C:21]3[C:16](=[CH:17][CH:18]=[C:19]([C:26](O)=[O:27])[CH:20]=3)[NH:15]2)[CH:5]=[C:6]([N:8]2[CH2:13][CH2:12][O:11][CH2:10][CH2:9]2)[CH:7]=1.Cl.CN(C)CCCN=C=NCC.[CH:41]1([S:44]([NH2:47])(=[O:46])=[O:45])[CH2:43][CH2:42]1>CN(C)C1C=CN=CC=1.ClCCl>[Cl:1][C:2]1[CH:3]=[C:4]([CH:14]2[C:23]([CH3:24])([CH3:25])[CH2:22][C:21]3[C:16](=[CH:17][CH:18]=[C:19]([C:26]([NH:47][S:44]([CH:41]4[CH2:43][CH2:42]4)(=[O:46])=[O:45])=[O:27])[CH:20]=3)[NH:15]2)[CH:5]=[C:6]([N:8]2[CH2:13][CH2:12][O:11][CH2:10][CH2:9]2)[CH:7]=1 |f:1.2|. Procedure: A mixture of 2-(3-chloro-5-morpholin-4-yl-phenyl)-3,3-dimethyl-1,2,3,4-tetrahydro-quinoline-6-carboxylic acid (100 mg, 0.25 mmol), 1-(3-dimethylaminopropyl)-3-ethylcarbodiimide hydrochloride (72 mg, 0.38 mmol), 4-dimethylaminopyridine (46 mg, 0.38 mmol), cyclopropane sulfonamide (91 mg, 0.75 mmol) in dichloromethane (3 mL) was heated for at 65° C. for 12 hours. Removal of the solvent afforded an oil residue. Purification by Waters automated flash system (column: Xterra 30 mm×100 mm, sample manag... The reactants are C(CS)S (1,2-ethanedithiol), C(C1=CC=CC=C1)OC(=O)N1[C@H](C(=O)OCC)CC(C1)=O (1-benzyloxycarbonyl-4-keto-(S)-proline, ethyl ester). Solvent: C(C)O (ethanol). The product is C(C1=CC=CC=C1)OC(=O)N1CC2(SCCS2)C[C@H]1C(=O)OCC (7-benzyloxycarbonyl-1,4-dithia-7-azaspiro [4.4]nonane-8(S)carboxylic acid, ethyl ester). Reaction SMILES: [CH2:1]([O:8][C:9]([N:11]1[CH2:20][C:19](=O)[CH2:18][C@H:12]1[C:13]([O:15][CH2:16][CH3:17])=[O:14])=[O:10])[C:2]1[CH:7]=[CH:6][CH:5]=[CH:4][CH:3]=1.[CH2:22]([SH:25])[CH2:23][SH:24]>C(O)C>[CH2:1]([O:8][C:9]([N:11]1[C@H:12]([C:13]([O:15][CH2:16][CH3:17])=[O:14])[CH2:18][C:19]2([S:25][CH2:22][CH2:23][S:24]2)[CH2:20]1)=[O:10])[C:2]1[CH:7]=[CH:6][CH:5]=[CH:4][CH:3]=1. Procedure: As described in Example 23, react 1-benzyloxycarbonyl-4-keto-(S)-proline, ethyl ester (prepared from the acid by esterification in ethanol) with 1,2-ethanedithiol to obtain 7-benzyloxycarbonyl-1,4-dithia-7-azaspiro [4.4]nonane-8(S)carboxylic acid, ethyl ester, a yellow oil [α]D26 -21.0° (ethanol). Reactants: CC(=O)O, CC(SCC(N)=O)c1ccc(-c2ccccc2F)cc1, O, OO. Product: CC(c1ccc(-c2ccccc2F)cc1)S(=O)CC(N)=O. As a reaction SMILES: [CH3:24][C:25](=[O:26])[OH:27].[F:3][c:4]1[c:5](-[c:10]2[cH:11][cH:12][c:13]([CH:16]([CH3:17])[S:18][CH2:19][C:20](=[O:21])[NH2:22])[cH:14][cH:15]2)[cH:6][cH:7][cH:8][cH:9]1.[OH2:23].[OH:1][OH:2]>>[O:1]=[S:18]([CH:16]([c:13]1[cH:12][cH:11][c:10](-[c:5]2[c:4]([F:3])[cH:9][cH:8][cH:7][cH:6]2)[cH:15][cH:14]1)[CH3:17])[CH2:19][C:20](=[O:21])[NH2:22]. Reactants: C(=O)(O)[O-].[Na+] (NaHCO3), C(=O)(OCC1=CC=CC=C1)N1C(C1)C (N-Cbz-2-Methyl aziridine), CC1(C(C(CC1)(C)C)O)C (2,2,5,5-tetramethyl-1-cyclopentanol), B(F)(F)F.CCOCC (Boron trifluoride etherate). Run in C(Cl)Cl (CH2Cl2). Reaction conditions: time 8 hour. The product is C(=O)(OCC1=CC=CC=C1)NC(COC1C(CCC1(C)C)(C)C)C (N-Cbz-1-(2-aminopropoxy)-2,2,5,5-tetramethylcyclopentane). Reaction SMILES: [C:1]([N:11]1[CH2:13][CH:12]1[CH3:14])([O:3][CH2:4][C:5]1[CH:10]=[CH:9][CH:8]=[CH:7][CH:6]=1)=[O:2].[CH3:15][C:16]1([CH3:24])[CH2:20][CH2:19][C:18]([CH3:22])([CH3:21])[CH:17]1[OH:23].B(F)(F)F.CCOCC.C([O-])(O)=O.[Na+]>C(Cl)Cl>[C:1]([NH:11][CH:12]([CH3:14])[CH2:13][O:23][CH:17]1[C:18]([CH3:22])([CH3:21])[CH2:19][CH2:20][C:16]1([CH3:24])[CH3:15])([O:3][CH2:4][C:5]1[CH:6]=[CH:7][CH:8]=[CH:9][CH:10]=1)=[O:2] |f:2.3,4.5|. Reported procedure: N-Cbz-2-Methyl aziridine and 2,2,5,5-tetramethyl-1-cyclopentanol are dissolved in CH2Cl2 at 0° C. under argon. Boron trifluoride etherate is added and the flask is stirred overnight. The contents are poured into saturated NaHCO3 and are extracted with ethyl acetate. The organic layer is dried over MgSO4 and evaporated to yield N-Cbz-1-(2-aminopropoxy)-2,2,5,5-tetramethylcyclopentane. The reactants are Cc1ccccc1Br, CCCC[Sn](Cl)(CCCC)CCCC, [Li]CCCC, CCCCCC, C1CCOC1. The product is CCCC[Sn](CCCC)(CCCC)c1ccccc1C. As a reaction SMILES: [Br:1][c:2]1[c:3]([CH3:8])[cH:4][cH:5][cH:6][cH:7]1.[CH2:14]([CH2:15][CH2:16][CH3:17])[Sn:18]([CH2:19][CH2:20][CH2:21][CH3:22])([CH2:23][CH2:24][CH2:25][CH3:26])[Cl:27].[CH2:9]([Li:10])[CH2:11][CH2:12][CH3:13].[CH3:33][CH2:34][CH2:35][CH2:36][CH2:37][CH3:38].[O:28]1[CH2:29][CH2:30][CH2:31][CH2:32]1>>[c:2]1([Sn:18]([CH2:14][CH2:15][CH2:16][CH3:17])([CH2:19][CH2:20][CH2:21][CH3:22])[CH2:23][CH2:24][CH2:25][CH3:26])[c:3]([CH3:8])[cH:4][cH:5][cH:6][cH:7]1.